From a dataset of the Open Reaction Database (ORD), a public repository of structured organic reaction records. describe an organic reaction: reactants, conditions, products, and yield The reactants are C(CCCCCCCCC)NC(CC#N)=O (N-(n-decyl)cyanoacetamide), CC(CC(C)=O)=O (2.4-pentanedione), N1CCCCC1 (piperidine). The solvent is B-ethanol. Product: C(CCCCCCCCC)N1C(C(=C(C=C1C)C)C#N)=O (1-(n-decyl)-3-cyano-4,6-dimethylpyrid-2-one). Reaction SMILES: [CH2:1]([NH:11][C:12](=[O:16])[CH2:13][C:14]#[N:15])[CH2:2][CH2:3][CH2:4][CH2:5][CH2:6][CH2:7][CH2:8][CH2:9][CH3:10].[CH3:17][C:18](=O)[CH2:19][C:20](=O)[CH3:21].N1CCCCC1>>[CH2:1]([N:11]1[C:18]([CH3:17])=[CH:19][C:20]([CH3:21])=[C:13]([C:14]#[N:15])[C:12]1=[O:16])[CH2:2][CH2:3][CH2:4][CH2:5][CH2:6][CH2:7][CH2:8][CH2:9][CH3:10]. Reported procedure: A mixture of N-(n-decyl)cyanoacetamide (93.4 g., 0.417 mole), 2.4-pentanedione (41.7 g., 0.417 mole), piperidine (8 ml.) and 2 B-ethanol (500 ml.) is stirred and refluxed for 17 hours. The mixture is cooled in an ice bath and the solid which crystallizes out is collected by filtration to give 1-(n-decyl)-3-cyano-4,6-dimethylpyrid-2-one, 95.2 g. mp. 82°-83° C. Starting materials: CCOC(=O)C1=C(NC(=C(C1C=2C=CC=CC2Cl)C(=O)OC)C)COCCN.C(=O)([O-])C(O)C(O)C(=O)[O-] (Amlodipine Tartrate), [OH-].[Na+] (sodium hydroxide). Run in C(Cl)Cl (methylene chloride), O (water). Reaction conditions: time 40 minute. Yields the product CCOC(=O)C1=C(NC(=C([C@H]1C2=CC=CC=C2Cl)C(=O)OC)C)COCCN ((R)-amlodipine). Yield: 38.7%. As a reaction SMILES: [CH3:1][CH2:2][O:3][C:4]([C:6]1[CH:11]([C:12]2[CH:13]=[CH:14][CH:15]=[CH:16][C:17]=2[Cl:18])[C:10]([C:19]([O:21][CH3:22])=[O:20])=[C:9]([CH3:23])[NH:8][C:7]=1[CH2:24][O:25][CH2:26][CH2:27][NH2:28])=[O:5].C(C(C(C([O-])=O)O)O)([O-])=O.[OH-].[Na+]>C(Cl)Cl.O>[CH3:1][CH2:2][O:3][C:4]([C:6]1[C@H:11]([C:12]2[C:17]([Cl:18])=[CH:16][CH:15]=[CH:14][CH:13]=2)[C:10]([C:19]([O:21][CH3:22])=[O:20])=[C:9]([CH3:23])[NH:8][C:7]=1[CH2:24][O:25][CH2:26][CH2:27][NH2:28])=[O:5] |f:0.1,2.3|. Procedure details: To a solution of the (R)-amlodipine-hemi-L-tartrate-DMSO-solvate (68.25 g) obtained in Step (2) in methylene chloride (345 mL, 5 mL/g) was added a solution of 50% sodium hydroxide (73 mL) in water (72 mL). The solution was stirred at ambient temperature for 40 minutes. The layers were separated and the organic layer extracted with water (1×150 mL) and gravity filtered through a magnesium sulphate (25 g) bed. The magnesium sulphate was washed with methylene chloride (40 mL) and the methylene chlo...